This data is from the Open Reaction Database (ORD), a public repository of structured organic reaction records. The task is: describe an organic reaction: reactants, conditions, products, and yield Reactants: Br, CCn1ccnc1-c1ccc(OC)cc1, CC(=O)O, Cl. Yields the product CCn1ccnc1-c1ccc(O)cc1. Reaction SMILES: [BrH:17].[CH2:2]([CH3:3])[n:4]1[c:5](-[c:9]2[cH:10][cH:11][c:12]([O:15][CH3:16])[cH:13][cH:14]2)[n:6][cH:7][cH:8]1.[CH3:18][C:19](=[O:20])[OH:21].[ClH:1]>>[CH2:2]([CH3:3])[n:4]1[c:5](-[c:9]2[cH:10][cH:11][c:12]([OH:15])[cH:13][cH:14]2)[n:6][cH:7][cH:8]1. The reactants are CCOC(C)=O, CCOC=O, [Na]. The product is CCOC(=O)C=CO, [Na]. As a reaction SMILES: [CH3:1][CH2:2][O:3][C:4](=[O:5])[CH3:6].[CH:7](=[O:8])[O:9][CH2:10][CH3:11].[Na:12]>>[CH3:1][CH2:2][O:3][C:4](=[O:5])[CH:6]=[CH:7][OH:8].[Na:12].